Dataset: the Open Reaction Database (ORD), a public repository of structured organic reaction records. Task: describe an organic reaction: reactants, conditions, products, and yield Starting materials: CCCCCCS/C(=N\CC1=CC=2C=CC=CC2N1)/S (S-Hexyl-brassinin), C(=S)N (thioformamide), N1C=C(C2=CC=CC=C12)CCNC([SH-]CC1=CC=CC=C1)=S (N-[2-(indol-3-yl)ethyl]-S-benzyl-dithiocarbamate), C(Cl)Cl (CH2Cl2), ( 86 ), ( 51 ). The solvent is CC#N.O (CH3CN H2O). Product: N1C=C(C2=CC=CC=C12)CC=1N=CSC1 (4-[(Indol-3-yl)methyl]thiazole). The yield is 71.0%. Reaction SMILES: C(N)=S.C(Cl)Cl.[NH:7]1[C:15]2[C:10](=[CH:11][CH:12]=[CH:13][CH:14]=2)[C:9]([CH2:16][CH2:17][NH:18][C:19](=S)[SH-:20][CH2:21]C2C=CC=CC=2)=[CH:8]1.CCCCCCS/C(/S)=N\CC1NC2C=CC=CC=2C=1>CC#N.O>[NH:7]1[C:15]2[C:10](=[CH:11][CH:12]=[CH:13][CH:14]=2)[C:9]([CH2:16][C:17]2[N:18]=[CH:19][S:20][CH:21]=2)=[CH:8]1 |f:4.5|. Procedure: The general method was used with thioformamide to afford a 71% yield (Londergan et al. (1953) J. Am. Chem. Soc., 75:4456-8). 1H NMR (CDCl3) δ 8.76 (d, 1H, SCHN, J=2.0 Hz), 8.11 (br s, 1H, NH), 7.52 (d, 1H, ArH, J=7.6 Hz), 7.36 (d, 1H, ArH, J=8.0 Hz), 7.18 (t, 1H, ArH, J=7.1 Hz), 7.08 (t, 2H, ArH, J=7.4 Hz), 6.90 (s, 1H, ArH), 4.34 (s, 2H, ArCH2). 13C NMR (CDCl3) δ 157.5, 152.5, 122.5, 122.1, 119.4, 119.1, 113.8, 113.5, 111.2, 27.6. IR (CH2Cl2) vmax cm−1: 3626, 3470, 3051, 2987, 1420, 1264. GC: r... Reactants: NC(=O)C=Cc1ccc(OC(F)(F)F)cc1, [H][H], C=CC(N)=O, C1CCOC1. Product: NC(=O)CCc1ccc(OC(F)(F)F)cc1. Reaction SMILES: [F:1][C:2]([O:3][c:4]1[cH:5][cH:6][c:7]([CH:10]=[CH:11][C:12](=[O:13])[NH2:14])[cH:8][cH:9]1)([F:15])[F:16].[H:22][H:23].[NH2:17][C:18]([CH:19]=[CH2:20])=[O:21].[O:24]1[CH2:25][CH2:26][CH2:27][CH2:28]1>>[F:1][C:2]([O:3][c:4]1[cH:5][cH:6][c:7]([CH2:10][CH2:11][C:12](=[O:13])[NH2:14])[cH:8][cH:9]1)([F:15])[F:16]. Reactants: O=C1CC(C1)C(=O)OC (methyl 3-oxocyclobutanecarboxylate), CNC (dimethylamine), [OH-].[Na+] (NaOH), C(C)(=O)O[BH-](OC(C)=O)OC(C)=O.[Na+] (sodium triacetoxyborohydride). The solvent is CCOC(=O)C (EtOAc). Run at time 1 hour. Product: CN(C1CC(C1)C(=O)OC)C (methyl 3-(dimethylamino)cyclobutanecarboxylate). The yield is 97.2%. RXN SMILES: O=[C:2]1[CH2:5][CH:4]([C:6]([O:8][CH3:9])=[O:7])[CH2:3]1.[CH3:10][NH:11][CH3:12].C(O[BH-](OC(=O)C)OC(=O)C)(=O)C.[Na+].[OH-].[Na+]>CCOC(C)=O>[CH3:10][N:11]([CH3:12])[CH:2]1[CH2:5][CH:4]([C:6]([O:8][CH3:9])=[O:7])[CH2:3]1 |f:2.3,4.5|. Procedure details: A solution of methyl 3-oxocyclobutanecarboxylate (0.5 g, 3.90 mmol) in EtOAc (10 mL) was treated with dimethylamine (1M in THF, 11.71 mL, 11.71 mmol), stirred at RT for 1 h, treated portion-wise with sodium triacetoxyborohydride (1.158 g, 5.46 mmol) and stirred at RT overnight. The mixture was treated with 1N NaOH, extracted with EtOAc (3×) and the combined organics were washed with brine, dried over Na2SO4 and concentrated to dryness to afford methyl 3-(dimethylamino)cyclobutanecarboxylate (596... Starting materials: B, CSC, COc1cccc2c1CC(C(=O)O)CC2, C1CCOC1. Product: COc1cccc2c1CC(CO)CC2. Reaction SMILES: [BH3:19].[CH3:16][S:17][CH3:18].[CH3:1][O:2][c:3]1[cH:4][cH:5][cH:6][c:7]2[c:12]1[CH2:11][CH:10]([C:13](=[O:14])[OH:15])[CH2:9][CH2:8]2.[O:20]1[CH2:21][CH2:22][CH2:23][CH2:24]1>>[CH3:1][O:2][c:3]1[cH:4][cH:5][cH:6][c:7]2[c:12]1[CH2:11][CH:10]([CH2:13][OH:14])[CH2:9][CH2:8]2. The reactants are B, C1CCOC1, O=C(O)c1cc([N+](=O)[O-])cc(C(F)(F)F)c1. Product: O=[N+]([O-])c1cc(CO)cc(C(F)(F)F)c1. Reaction SMILES: [BH3:17].[CH2:18]1[O:19][CH2:20][CH2:21][CH2:22]1.[N+:1](=[O:2])([O-:3])[c:4]1[cH:5][c:6]([C:7](=[O:8])[OH:9])[cH:10][c:11]([C:13]([F:14])([F:15])[F:16])[cH:12]1>>[N+:1](=[O:2])([O-:3])[c:4]1[cH:5][c:6]([CH2:7][OH:8])[cH:10][c:11]([C:13]([F:14])([F:15])[F:16])[cH:12]1.